From a dataset of the Open Reaction Database (ORD), a public repository of structured organic reaction records. describe an organic reaction: reactants, conditions, products, and yield Starting materials: ClC1=C(C(=O)O)C=CC(=N1)C (2-chloro-6-methylnicotinic acid), CNC1=CC=C(C=C1)Cl (N-methyl-4-chloroaniline), S(=O)(Cl)Cl (thionyl chloride), [S-]C#N.[NH4+] (ammonium thiocyanate). Solvent: CC(=O)C (acetone), CN(C)C=O (DMF), CC(=O)C (acetone). Product: ClC1=CC=C(C=C1)N(C)C=1SC2=C(C(N1)=O)C=CC(=N2)C (2-[N-(4-chlorophenyl)-N-methylamino)-7-methyl-4H-pyrido[3,2-e]-1,3-thiazin-4-one). Yield: 39.2%. RXN SMILES: Cl[C:2]1[N:10]=[C:9]([CH3:11])[CH:8]=[CH:7][C:3]=1[C:4]([OH:6])=O.S(Cl)(Cl)=O.[S-:16][C:17]#[N:18].[NH4+].[CH3:20][NH:21][C:22]1[CH:27]=[CH:26][C:25]([Cl:28])=[CH:24][CH:23]=1>CC(C)=O.CN(C=O)C>[Cl:28][C:25]1[CH:26]=[CH:27][C:22]([N:21]([C:17]2[S:16][C:2]3[N:10]=[C:9]([CH3:11])[CH:8]=[CH:7][C:3]=3[C:4](=[O:6])[N:18]=2)[CH3:20])=[CH:23][CH:24]=1 |f:2.3|. Procedure details: The reaction procedure of Example 57 was followed except that 2.175 g (12.68 mmol) of 2-chloro-6-methylnicotinic acid, 15 ml of thionyl chloride, two droplets of DMF, 1.01 g of ammonium thiocyanate, 15 ml of acetone, 1.81 g of N-methyl-4-chloroaniline and 10 ml of acetone were used. The resulting crude product was then recrystallized from ethanol to obtain 1.58 g of 2-[N-(4-chlorophenyl)-N-methylamino)-7-methyl-4H-pyrido[3,2-e]-1,3-thiazin-4-one. The reactants are N#Cc1ccc(F)c(Br)c1, O=[N+]([O-])O, O=S(=O)(O)O. Product: N#Cc1cc(Br)c(F)cc1[N+](=O)[O-]. Reaction SMILES: [Br:1][c:2]1[cH:3][c:4]([C:5]#[N:6])[cH:7][cH:8][c:9]1[F:10].[OH:11][N+:12]([O-:13])=[O:14].[S:15](=[O:16])(=[O:17])([OH:18])[OH:19]>>[Br:1][c:2]1[cH:3][c:4]([C:5]#[N:6])[c:7]([N+:12](=[O:11])[O-:13])[cH:8][c:9]1[F:10].